Task: describe an organic reaction: reactants, conditions, products, and yield. Dataset: the Open Reaction Database (ORD), a public repository of structured organic reaction records The product is ClC(COC(NC1=C(C(=CC(=C1)C(C)(C)C)NS(=O)(=O)C)OC)=O)(Cl)Cl ((5-tert-Butyl-3-methanesulfonylamino-2-methoxy-phenyl)-carbamic acid 2,2,2-trichloro-ethyl ester). Procedure: NaOH (199 mg, 4.97 mmol) was added to an ice-bath cooled solution of N-[3-amino-5-(1,1-dimethylethyl)-2-methoxyphenyl]-methane sulfonamide (for reference procedure see for example WO2010026096, which is incorporated herein by reference in its entirety; 500 mg, 1.84 mmol). The ice bath was removed and complete dissolution of reagents occurred. 2,2,2-trichloroethyl chloroformate (380 μL, 2.76 mmol) was added and the reaction mixture was warmed to RT and stirred for 90 min. The reaction mixture was... The yield is 75.0%. Reactants: [OH-].[Na+] (NaOH), NC=1C(=C(C=C(C1)C(C)(C)C)NS(=O)(=O)C)OC (N-[3-amino-5-(1,1-dimethylethyl)-2-methoxyphenyl]-methane sulfonamide), ClC(=O)OCC(Cl)(Cl)Cl (2,2,2-trichloroethyl chloroformate). Run at time 90 minute. Reaction SMILES: [OH-].[Na+].[NH2:3][C:4]1[C:5]([O:19][CH3:20])=[C:6]([NH:14][S:15]([CH3:18])(=[O:17])=[O:16])[CH:7]=[C:8]([C:10]([CH3:13])([CH3:12])[CH3:11])[CH:9]=1.Cl[C:22]([O:24][CH2:25][C:26]([Cl:29])([Cl:28])[Cl:27])=[O:23]>>[Cl:27][C:26]([Cl:29])([Cl:28])[CH2:25][O:24][C:22](=[O:23])[NH:3][C:4]1[CH:9]=[C:8]([C:10]([CH3:12])([CH3:13])[CH3:11])[CH:7]=[C:6]([NH:14][S:15]([CH3:18])(=[O:17])=[O:16])[C:5]=1[O:19][CH3:20] |f:0.1|. The reactants are ClC1=CC=C(CNC2=NC(=NC(=C2)CCC)SCC#N)C=C1 ([4-(p-chlorobenzylamino)-6-propyl-2-pyrimidinylthio]acetonitrile), Cl.NO (hydroxylamine hydrochloride), C([O-])([O-])=O.[Na+].[Na+] (sodium carbonate). The solvent is CN(C=O)C (N,N-dimethylformamide). Yields the product ClC1=CC=C(CNC2=NC(=NC(=C2)CCC)SCC(N)=NO)C=C1 (2-[4-(p-Chlorobenzylamino)-6-Propyl-2-Pyrimidinylthio]Acetamidoxime). RXN SMILES: [Cl:1][C:2]1[CH:22]=[CH:21][C:5]([CH2:6][NH:7][C:8]2[CH:13]=[C:12]([CH2:14][CH2:15][CH3:16])[N:11]=[C:10]([S:17][CH2:18][C:19]#[N:20])[N:9]=2)=[CH:4][CH:3]=1.Cl.[NH2:24][OH:25].C(=O)([O-])[O-].[Na+].[Na+]>CN(C)C=O>[Cl:1][C:2]1[CH:3]=[CH:4][C:5]([CH2:6][NH:7][C:8]2[CH:13]=[C:12]([CH2:14][CH2:15][CH3:16])[N:11]=[C:10]([S:17][CH2:18][C:19](=[N:24][OH:25])[NH2:20])[N:9]=2)=[CH:21][CH:22]=1 |f:1.2,3.4.5|. Reported procedure: A mixture of 6.60 g. (0.02 mole) of [4-(p-chlorobenzylamino)-6-propyl-2-pyrimidinylthio]acetonitrile, 2.76 g. (0.04 mole) of hydroxylamine hydrochloride and 8.48 g. (0.08 mole) of sodium carbonate in 100 ml of N,N-dimethylformamide was heated on a steam bath for three and one-half hours. The mixture was filtered, diluted with 250 ml of water and extracted with 100 ml of ether. The ether layer was dried over magnesium sulfate, filtered and evaporated in a rotary evaporator. The residue was dissol... Starting materials: O=Cc1cccc([N+](=O)[O-])c1, NO, O. Product: O=[N+]([O-])c1cccc(C=NO)c1. Reaction SMILES: [N+:1](=[O:2])([O-:3])[c:4]1[cH:5][c:6]([CH:7]=[O:8])[cH:9][cH:10][cH:11]1.[NH2:12][OH:13].[OH2:14]>>[N+:1](=[O:2])([O-:3])[c:4]1[cH:5][c:6]([CH:7]=[N:12][OH:13])[cH:9][cH:10][cH:11]1. The reactants are CCO, CC(C)(C)OC(=O)NC1=NC2(c3cccc(N=[N+]=[N-])c3)CCOCC2CS1. Product: CC(C)(C)OC(=O)NC1=NC2(c3cccc(N)c3)CCOCC2CS1. Reaction SMILES: [CH3:28][CH2:29][OH:30].[N:1](=[N+:2]=[N-:3])[c:4]1[cH:5][c:6]([C:10]23[N:11]=[C:12]([NH:20][C:21]([O:22][C:23]([CH3:24])([CH3:25])[CH3:26])=[O:27])[S:13][CH2:14][CH:15]2[CH2:16][O:17][CH2:18][CH2:19]3)[cH:7][cH:8][cH:9]1>>[NH2:1][c:4]1[cH:5][c:6]([C:10]23[N:11]=[C:12]([NH:20][C:21]([O:22][C:23]([CH3:24])([CH3:25])[CH3:26])=[O:27])[S:13][CH2:14][CH:15]2[CH2:16][O:17][CH2:18][CH2:19]3)[cH:7][cH:8][cH:9]1.